From a dataset of the Open Reaction Database (ORD), a public repository of structured organic reaction records. describe an organic reaction: reactants, conditions, products, and yield Reactants: [N+](=O)([O-])C1=CC=C(C(=O)Cl)C=C1 (p-nitrobenzoyl chloride), [Cl-].[Al+3].[Cl-].[Cl-] (aluminum chloride), CN1C(=CC=C1)CC(=O)OCC (ethyl 1-methylpyrrole-2-acetate). The solvent is C(Cl)Cl (methylene chloride), C(Cl)Cl (methylene chloride), C(Cl)Cl (methylene chloride). Conditions: temperature -10 celsius, time 15 minute. Yields the product [N+](=O)([O-])C1=CC=C(CC2=CC=C(N2C)CC(=O)OCC)C=C1 (Ethyl 5-(p-Nitrobenzyl)-1-methylpyrrole-2-acetate). Reaction SMILES: [N+:1]([C:4]1[CH:12]=[CH:11][C:7]([C:8](Cl)=O)=[CH:6][CH:5]=1)([O-:3])=[O:2].[Cl-].[Al+3].[Cl-].[Cl-].[CH3:17][N:18]1[CH:22]=[CH:21][CH:20]=[C:19]1[CH2:23][C:24]([O:26][CH2:27][CH3:28])=[O:25]>C(Cl)Cl>[N+:1]([C:4]1[CH:12]=[CH:11][C:7]([CH2:8][C:22]2[N:18]([CH3:17])[C:19]([CH2:23][C:24]([O:26][CH2:27][CH3:28])=[O:25])=[CH:20][CH:21]=2)=[CH:6][CH:5]=1)([O-:3])=[O:2] |f:1.2.3.4|. Procedure details: A solution of 5.5 g. (0.03 mole) of p-nitrobenzoyl chloride in 60 ml. methylene chloride is added to a suspension of 3.9 g. (0.03 mole) aluminum chloride in 20 ml. methylene chloride. The resulting suspension is added dropwise to a chilled (-15° C.) solution of ethyl 1-methylpyrrole-2-acetate in 50 ml. methylene chloride. The solution is stirred for 15 minutes at -10° C. and at room temperature for 15 minutes. The reaction mixture is poured into ice-dilute hydrochloric acid. The organic phase is... Reactants: CO, Cc1ccccc1, COc1ccc(CC(=O)O)c(F)c1, C[Si](C)(C)C=[N+]=[N-]. The product is COC(=O)Cc1ccc(OC)cc1F. RXN SMILES: [CH3:14][OH:15].[CH3:23][c:24]1[cH:25][cH:26][cH:27][cH:28][cH:29]1.[F:1][c:2]1[c:3]([CH2:10][C:11](=[O:12])[OH:13])[cH:4][cH:5][c:6]([O:8][CH3:9])[cH:7]1.[Si:16]([CH3:17])([CH:18]=[N+:19]=[N-:20])([CH3:21])[CH3:22]>>[F:1][c:2]1[c:3]([CH2:10][C:11](=[O:12])[O:13][CH3:17])[cH:4][cH:5][c:6]([O:8][CH3:9])[cH:7]1. Starting materials: CNc1nc(Cl)nc(Cl)n1, O=C(O)C1CCNCC1, [Na+], [OH-]. Product: CNc1nc(Cl)nc(N2CCC(C(=O)O)CC2)n1. As a reaction SMILES: [Cl:10][c:11]1[n:12][c:13]([NH:18][CH3:19])[n:14][c:15]([Cl:17])[n:16]1.[NH:1]1[CH2:2][CH2:3][CH:4]([C:7](=[O:8])[OH:9])[CH2:5][CH2:6]1.[Na+:21].[OH-:20]>>[N:1]1([c:15]2[n:14][c:13]([NH:18][CH3:19])[n:12][c:11]([Cl:10])[n:16]2)[CH2:2][CH2:3][CH:4]([C:7](=[O:8])[OH:9])[CH2:5][CH2:6]1. The reactants are CNS(=O)(=O)C=1C=C2CC(NC2=CC1)=O (5-Methylaminosulfonyl-2-oxindole), N1C(=CC2=CC=CC=C12)C=O (indole-2-carbaldehyde). The product is CNS(=O)(=O)C=1C=C2C(C(NC2=CC1)=O)=CC=1NC2=CC=CC=C2C1 (3-(1H-Indol-2-ylmethylene)-2-oxo-2,3-dihydro-1H-indole-5-sulfonic acid methylamide). RXN SMILES: [CH3:1][NH:2][S:3]([C:6]1[CH:7]=[C:8]2[C:12](=[CH:13][CH:14]=1)[NH:11][C:10](=[O:15])[CH2:9]2)(=[O:5])=[O:4].[NH:16]1[C:24]2[C:19](=[CH:20][CH:21]=[CH:22][CH:23]=2)[CH:18]=[C:17]1[CH:25]=O>>[CH3:1][NH:2][S:3]([C:6]1[CH:7]=[C:8]2[C:12](=[CH:13][CH:14]=1)[NH:11][C:10](=[O:15])[C:9]2=[CH:25][C:17]1[NH:16][C:24]2[C:19]([CH:18]=1)=[CH:20][CH:21]=[CH:22][CH:23]=2)(=[O:5])=[O:4]. Reported procedure: 5-Methylaminosulfonyl-2-oxindole was condensed with indole-2-carbaldehyde to give the title compound. The reactants are CC(=O)Oc1cc(Cl)c(Oc2ccc([N+](=O)[O-])cc2)c(Cl)c1C, CCOC(C)=O, O, O=[Pt]=O. Product: CC(=O)Oc1cc(Cl)c(Oc2ccc(N)cc2)c(Cl)c1C. RXN SMILES: [C:1]([CH3:2])(=[O:3])[O:4][c:5]1[c:6]([CH3:23])[c:7]([Cl:22])[c:8]([O:12][c:13]2[cH:14][cH:15][c:16]([N+:19]([O-:20])=[O:21])[cH:17][cH:18]2)[c:9]([Cl:11])[cH:10]1.[CH3:24][CH2:25][O:26][C:27](=[O:28])[CH3:29].[OH2:30].[Pt:31](=[O:32])=[O:33]>>[C:1]([CH3:2])(=[O:3])[O:4][c:5]1[c:6]([CH3:23])[c:7]([Cl:22])[c:8]([O:12][c:13]2[cH:14][cH:15][c:16]([NH2:19])[cH:17][cH:18]2)[c:9]([Cl:11])[cH:10]1. Reactants: CCCc1c(CSc2nnc(SCC(=O)OCC)s2)ccc(C(C)=O)c1O, CCOC(C)=O, CO, Cl, [Na+], [OH-]. The product is CCCc1c(CSc2nnc(SCC(=O)O)s2)ccc(C(C)=O)c1O. RXN SMILES: [C:1]([CH3:2])(=[O:3])[c:4]1[c:5]([OH:27])[c:6]([CH2:24][CH2:25][CH3:26])[c:7]([CH2:8][S:9][c:10]2[n:11][n:12][c:13]([S:15][CH2:16][C:17](=[O:18])[O:19][CH2:20][CH3:21])[s:14]2)[cH:22][cH:23]1.[CH3:30][CH2:31][O:32][C:33](=[O:34])[CH3:35].[CH3:37][OH:38].[ClH:36].[Na+:29].[OH-:28]>>[C:1]([CH3:2])(=[O:3])[c:4]1[c:5]([OH:27])[c:6]([CH2:24][CH2:25][CH3:26])[c:7]([CH2:8][S:9][c:10]2[n:11][n:12][c:13]([S:15][CH2:16][C:17](=[O:18])[OH:19])[s:14]2)[cH:22][cH:23]1.